Dataset: the Open Reaction Database (ORD), a public repository of structured organic reaction records. Task: describe an organic reaction: reactants, conditions, products, and yield Starting materials: C1CCOC1, [Li]CCCC, COc1ccc(N(C)c2nc(CCl)nc3ccccc23)cc1, O=C1CCCCN1. Yields the product COc1ccc(N(C)c2nc(CN3CCCCC3=O)nc3ccccc23)cc1. As a reaction SMILES: [CH2:35]1[O:36][CH2:37][CH2:38][CH2:39]1.[CH2:8]([Li:9])[CH2:10][CH2:11][CH3:12].[Cl:13][CH2:14][c:15]1[n:16][c:17]2[cH:18][cH:19][cH:20][cH:21][c:22]2[c:23]([N:25]([CH3:26])[c:27]2[cH:28][cH:29][c:30]([O:33][CH3:34])[cH:31][cH:32]2)[n:24]1.[NH:1]1[C:2](=[O:7])[CH2:3][CH2:4][CH2:5][CH2:6]1>>[N:1]1([CH2:14][c:15]2[n:16][c:17]3[cH:18][cH:19][cH:20][cH:21][c:22]3[c:23]([N:25]([CH3:26])[c:27]3[cH:28][cH:29][c:30]([O:33][CH3:34])[cH:31][cH:32]3)[n:24]2)[C:2](=[O:7])[CH2:3][CH2:4][CH2:5][CH2:6]1.